This data is from the Open Reaction Database (ORD), a public repository of structured organic reaction records. The task is: describe an organic reaction: reactants, conditions, products, and yield Starting materials: CC=1C(=C(C=CC1)O)[N+](=O)[O-] (3-methyl-2-nitrophenol), C(=O)([O-])[O-].[K+].[K+] (K2CO3), C(C1=CC=CC=C1)Br (benzylbromide). The solvent is CN(C)C=O (DMF). Conditions: temperature 90 celsius, time 3 hour. Yields the product C(C1=CC=CC=C1)OC=1C(=C(C=CC1)C)[N+](=O)[O-] (3-benzyloxy-2-nitrotoluene). Yield: 88.3%. RXN SMILES: [CH3:1][C:2]1[C:3]([N+:9]([O-:11])=[O:10])=[C:4]([OH:8])[CH:5]=[CH:6][CH:7]=1.C([O-])([O-])=O.[K+].[K+].[CH2:18](Br)[C:19]1[CH:24]=[CH:23][CH:22]=[CH:21][CH:20]=1>CN(C=O)C>[CH2:18]([O:8][C:4]1[C:3]([N+:9]([O-:11])=[O:10])=[C:2]([CH3:1])[CH:7]=[CH:6][CH:5]=1)[C:19]1[CH:24]=[CH:23][CH:22]=[CH:21][CH:20]=1 |f:1.2.3|. Procedure: A mixture of 3-methyl-2-nitrophenol (50 g, 0.326 mol), K2CO3 (45 g, 0.326 mol) and benzylbromide (61.4 g, 42.6 mL, 0.359 mol) in dry DMF (200 mL) was stirred at 90° C. for 3 hours under nitrogen. Most of the DMF was removed at reduced pressure and the residue was partitioned between water (300 mL) and ether (300 mL). The organic layer was washed with brine and dried (Na2SO4). Removal of the solvent provided (70 g, 88%) of 3-benzyloxy-2-nitrotoluene as an orange oil. Starting materials: Cl.CN1CCC2(CC1)C1=CC=CC=C1OC=1C=CC=CC12 (1'-methylxanthene-9-spiro-4'-piperidine hydrochloride), ClN1C(CCC1=O)=O (N-chlorosuccinimide). Solvent: ClCCl (dichloromethane). The product is Cl.ClC1=CC2=C(C=C1)OC1=CC=C(C=C1C21CCN(CC1)C)Cl (2,7-dichloro-1'-methylxanthene-9-spiro-4'-piperidine hydrochloride). Reaction SMILES: [ClH:1].[CH3:2][N:3]1[CH2:8][CH2:7][C:6]2([C:21]3[CH:20]=[CH:19][CH:18]=[CH:17][C:16]=3[O:15][C:14]3[C:9]2=[CH:10][CH:11]=[CH:12][CH:13]=3)[CH2:5][CH2:4]1.[Cl:22]N1C(=O)CCC1=O>ClCCl>[ClH:22].[Cl:1][C:11]1[CH:12]=[CH:13][C:14]2[O:15][C:16]3[C:21]([C:6]4([CH2:7][CH2:8][N:3]([CH3:2])[CH2:4][CH2:5]4)[C:9]=2[CH:10]=1)=[CH:20][C:19]([Cl:22])=[CH:18][CH:17]=3 |f:0.1,4.5|. Reported procedure: A mixture of 1'-methylxanthene-9-spiro-4'-piperidine hydrochloride (5 g.), N-chlorosuccinimide (4.5 g.) and dichloromethane (100 ml.) is refluxed for 72 hours. The solution is washed with saturated sodium bicarbonate solution then water and dried with MgS04. The solution is evaporated to give a gummy residue which is chromatographed on grade 3 aluminium oxide, Woelm basic. The product is eluted with 30% petroleum-ether (b.p. 60°-80° C.)/chloroform, taken up in ether and the solution treated with... Reactants: CC1(NCCC1)C (2,2-dimethylpyrrolidine), [H-].[Na+] (NaH), BrC=1C=2N(N=C(C1)Cl)C=CN2 (8-bromo-6-chloroimidazo[1,2-b]pyridazine). Run in CN(C)C=O (DMF). Conditions: time 0.5 hour. Product: ClC=1C=C(C=2N(N1)C=CN2)N2C(CCC2)(C)C (6-chloro-8-(2,2-dimethylpyrrolidin-1-yl)imidazo[1,2-b]pyridazine). Yield: 55.8%. Reaction SMILES: [CH3:1][C:2]1([CH3:7])[CH2:6][CH2:5][CH2:4][NH:3]1.[H-].[Na+].Br[C:11]1[C:12]2[N:13]([CH:18]=[CH:19][N:20]=2)[N:14]=[C:15]([Cl:17])[CH:16]=1>CN(C=O)C>[Cl:17][C:15]1[CH:16]=[C:11]([N:3]2[CH2:4][CH2:5][CH2:6][C:2]2([CH3:7])[CH3:1])[C:12]2[N:13]([CH:18]=[CH:19][N:20]=2)[N:14]=1 |f:1.2|. Procedure details: To a solution of 2,2-dimethylpyrrolidine (0.248 g, 2.5 mmol) in DMF (8 mL) was added NaH (0.060 g, 60% dispersion in mineral oil, 2.5 mmol) and stirred for 0.5 h. To this mixture was added 8-bromo-6-chloroimidazo[1,2-b]pyridazine (0.233 g, 1 mmol) under N2. The mixture was stirred at room temperature for 16 h. Then it was partitioned between 15 mL of saturated NH4Cl solution and 15 mL of ether. The organic layer was washed with water (10 mL×3) and saturated NaCl solution (10 mL×3), dried over Na... Reactants: NN=CC1=CC=C(C=C1)N1C(C(CC1)NC(=O)NCCC(=O)O)=O (3-[[[[1-[4-(aminoiminomethyl)phenyl]-2-oxo-3-pyrrolidinyl]amino]carbonyl]amino]propanoic acid), FC(C(=O)[O-])(F)F (trifluoroacetate). Yields the product NN=CC1=CC=C(C=C1)N1C(C(CC1)NC(=O)N[C@@H](CC(=O)O)C=C)=O (3(S)-[[[[1-[4-(aminoiminomethyl)phenyl]-2-oxo-3-pyrrolidinyl]amino]carbonyl]amino]-4-pentenoic acid). Reaction SMILES: [NH2:1][N:2]=[CH:3][C:4]1[CH:9]=[CH:8][C:7]([N:10]2[CH2:14][CH2:13][CH:12]([NH:15][C:16]([NH:18][CH2:19][CH2:20][C:21]([OH:23])=[O:22])=[O:17])[C:11]2=[O:24])=[CH:6][CH:5]=1.F[C:26](F)(F)[C:27]([O-])=O>>[NH2:1][N:2]=[CH:3][C:4]1[CH:9]=[CH:8][C:7]([N:10]2[CH2:14][CH2:13][CH:12]([NH:15][C:16]([NH:18][C@H:19]([CH:26]=[CH2:27])[CH2:20][C:21]([OH:23])=[O:22])=[O:17])[C:11]2=[O:24])=[CH:6][CH:5]=1. Reported procedure: 3-[[[[1-[4-(aminoiminomethyl)phenyl]-2-oxo-3-pyrrolidinyl]amino]carbonyl]amino]propanoic acid, trifluoroacetate; Starting materials: C1(=CC=CC2=CC=CC=C12)C=CC1=NC2=CC=CC=C2C(N1)=O (2-(2-Naphthalen-1-yl-vinyl)-3H-quinazolin-4-one), C(C)N(C1=CC=CC=C1)CC (N,N-diethylaniline), P(=O)(Cl)(Cl)Cl (phosphorus oxychloride). Yields the product ClC1NC(=NC2=CC=CC=C12)C=CC1=CC=CC2=CC=CC=C12 (4-chloro-2-(2-naphthalen-1-yl-vinyl)-3,4-dihydro-quinazoline). RXN SMILES: [C:1]1([CH:11]=[CH:12][C:13]2[NH:22][C:21](=O)[C:20]3[C:15](=[CH:16][CH:17]=[CH:18][CH:19]=3)[N:14]=2)[C:10]2[C:5](=[CH:6][CH:7]=[CH:8][CH:9]=2)[CH:4]=[CH:3][CH:2]=1.C(N(CC)C1C=CC=CC=1)C.P(Cl)(Cl)([Cl:37])=O>>[Cl:37][CH:21]1[C:20]2[C:15](=[CH:16][CH:17]=[CH:18][CH:19]=2)[N:14]=[C:13]([CH:12]=[CH:11][C:1]2[C:10]3[C:5](=[CH:6][CH:7]=[CH:8][CH:9]=3)[CH:4]=[CH:3][CH:2]=2)[NH:22]1. Reported procedure: 2-(2-Naphthalen-1-yl-vinyl)-3H-quinazolin-4-one (11 mmol), phosphorus oxychloride (20 ml) and N,N-diethylaniline (1.0 ml) is added to a round-bottomed flask. The mixture is heated at 110° for 12 h. After cooling to rt, the reaction is quenched with ice-water and the crude product is collected by suction filtration. The crude solid is dissolved in ethyl acetate. Customary working up afforded 4-chloro-2-(2-naphthalen-1-yl-vinyl)-3,4-dihydro-quinazoline. Reactants: C(C)(=O)N1C(C(C2=CC=C(C=C12)C(=O)OCC)=C(CC)OCC)=O (1-acetyl-3-(1-ethoxy-1-ethyl-methylene)-6-ethoxycarbonyl-2-indolinone), CN(CCN(C1=CC=C(C=C1)N)S(=O)(=O)C)C (N-(2-dimethylamino-ethyl)-N-methylsulphonyl-p-phenylenediamine). Product: CN(CCN(S(=O)(=O)C)C1=CC=C(N\C(\CC)=C\2/C(NC3=CC(=CC=C23)C(=O)OCC)=O)C=C1)C (3-Z-[1-(4-(N-(2-dimethylamino-ethyl)-N-methylsulphonyl-amino)-anilino)-1-ethyl-methylene]-6-ethoxycarbonyl-2-indolinone). RXN SMILES: C([N:4]1[C:12]2[C:7](=[CH:8][CH:9]=[C:10]([C:13]([O:15][CH2:16][CH3:17])=[O:14])[CH:11]=2)[C:6](=[C:18](OCC)[CH2:19][CH3:20])[C:5]1=[O:24])(=O)C.[CH3:25][N:26]([CH3:41])[CH2:27][CH2:28][N:29]([S:37]([CH3:40])(=[O:39])=[O:38])[C:30]1[CH:35]=[CH:34][C:33]([NH2:36])=[CH:32][CH:31]=1>>[CH3:25][N:26]([CH3:41])[CH2:27][CH2:28][N:29]([C:30]1[CH:31]=[CH:32][C:33]([NH:36]/[C:18](=[C:6]2\[C:5](=[O:24])[NH:4][C:12]3[C:7]\2=[CH:8][CH:9]=[C:10]([C:13]([O:15][CH2:16][CH3:17])=[O:14])[CH:11]=3)/[CH2:19][CH3:20])=[CH:34][CH:35]=1)[S:37]([CH3:40])(=[O:39])=[O:38]. Procedure details: Prepared from 1-acetyl-3-(1-ethoxy-1-ethyl-methylene)-6-ethoxycarbonyl-2-indolinone and N-(2-dimethylamino-ethyl)-N-methylsulphonyl-p-phenylenediamine Rf value: 0.3 (silica gel, methylene chloride/ethanol=5:1) C25H32N4O5S Starting materials: CC=1C(=C(C(=O)O)C=CC1C)I (3,4-dimethyl-2-iodobenzoic acid), [N+](=O)([O-])C1=C(N)C=CC=C1 (2-nitroaniline), C([O-])([O-])=O.[K+].[K+] (potassium carbonate), CN(C=O)C (N,N-dimethylformamide). The reagents and catalysts are [Cu] (copper). Solvent: O (water). Run at time 2 hour. Product: [N+](=O)([O-])C1=C(C=CC=C1)NC1=C(C(=O)O)C=CC(=C1C)C (2-(Nitrophenyl)amino-3,4-dimethylbenzoic Acid). Yield: 24.1%. Reaction SMILES: [CH3:1][C:2]1[C:3](I)=[C:4]([CH:8]=[CH:9][C:10]=1[CH3:11])[C:5]([OH:7])=[O:6].[N+:13]([C:16]1[CH:22]=[CH:21][CH:20]=[CH:19][C:17]=1[NH2:18])([O-:15])=[O:14].C(=O)([O-])[O-].[K+].[K+].CN(C)C=O>O.[Cu]>[N+:13]([C:16]1[CH:22]=[CH:21][CH:20]=[CH:19][C:17]=1[NH:18][C:3]1[C:2]([CH3:1])=[C:10]([CH3:11])[CH:9]=[CH:8][C:4]=1[C:5]([OH:7])=[O:6])([O-:15])=[O:14] |f:2.3.4|. Reported procedure: 10 g of 3,4-dimethyl-2-iodobenzoic acid, 6 g of 2-nitroaniline, 250 mg of powdery copper and 25 g of potassium carbonate were added to N,N-dimethylformamide and heated under reflux while stirring for 2 hr. Then the reaction mixture was cooled to room temperature and diluted with water. After adjusting the pH value thereof to pH 4 with conc. hydrochloric acid, it was extracted with ethyl acetate. The organic layer was washed with brine and dried over anhydrous magnesium sulfate. After evaporating...